Task: describe an organic reaction: reactants, conditions, products, and yield. Dataset: the Open Reaction Database (ORD), a public repository of structured organic reaction records Starting materials: C(C)OC([C@H]1N(CCC1)C(C1=C(C=C(C(=C1)OC)OCCCCCBr)[N+](=O)[O-])=O)SCC ((2S)-N-[4-(5-bromopentyloxy)-5-methoxy-2-nitrobenzoyl]pyrrolidine-2-carboxaldehyde diethyl thioacetal), CCOC(=O)C (EtOAc), OC1=CC2=C(C(N3[C@H](CN2)CCC3)=O)C=C1OC (8-hydroxy-7-methoxy-(11aS)-1,2,3,10,11,11a-hexahydro-5H-pyrrolo[2,1-c][1,4]benzodiazepine-5-one), II, C(=O)([O-])[O-].[K+].[K+] (K2CO3). Run in O (water), CC(=O)C (acetone). Yields the product C(C)OC([C@H]1N(CCC1)C(C1=C(C=C(C(=C1)OC)OCCCCCOC1=CC2=C(C(N3[C@H](CN2)CCC3)=O)C=C1OC)[N+](=O)[O-])=O)SCC ((2S)-N-{4-[5-(7-Methoxy-(11aS)-1,2,3,10,11,11a-hexahydro-5H-pyrrolo[2,1-c][1,4]benzodiazepine-5-one-8-yloxy)pentyloxy]-5-methoxy-2-nitrobenzoyl}pyrrolidine-2-carboxaldehyde diethyl thioacetal). RXN SMILES: [CH2:1]([O:3][CH:4]([S:30][CH2:31][CH3:32])[C@@H:5]1[CH2:9][CH2:8][CH2:7][N:6]1[C:10](=[O:29])[C:11]1[CH:16]=[C:15]([O:17][CH3:18])[C:14]([O:19][CH2:20][CH2:21][CH2:22][CH2:23][CH2:24]Br)=[CH:13][C:12]=1[N+:26]([O-:28])=[O:27])[CH3:2].[OH:33][C:34]1[C:48]([O:49][CH3:50])=[CH:47][C:37]2[C:38](=[O:46])[N:39]3[CH2:45][CH2:44][CH2:43][C@H:40]3[CH2:41][NH:42][C:36]=2[CH:35]=1.C([O-])([O-])=O.[K+].[K+].CCOC(C)=O>CC(C)=O.O>[CH2:1]([O:3][CH:4]([S:30][CH2:31][CH3:32])[C@@H:5]1[CH2:9][CH2:8][CH2:7][N:6]1[C:10](=[O:29])[C:11]1[CH:16]=[C:15]([O:17][CH3:18])[C:14]([O:19][CH2:20][CH2:21][CH2:22][CH2:23][CH2:24][O:33][C:34]2[C:48]([O:49][CH3:50])=[CH:47][C:37]3[C:38](=[O:46])[N:39]4[CH2:45][CH2:44][CH2:43][C@H:40]4[CH2:41][NH:42][C:36]=3[CH:35]=2)=[CH:13][C:12]=1[N+:26]([O-:28])=[O:27])[CH3:2] |f:2.3.4|. Procedure details: A solution of (2S)-N-[4-(5-bromopentyloxy)-5-methoxy-2-nitrobenzoyl]pyrrolidine-2-carboxaldehyde diethyl thioacetal of formula I. (549 mg, 1 mmol), 8-hydroxy-7-methoxy-(11aS)-1,2,3,10,11,11a-hexahydro-5H-pyrrolo[2,1-c][1,4]benzodiazepine-5-one (248 mg, 1 mmol) II and K2CO3 (414 mg, 3 mmol) in dry acetone (20 mL) was refluxed for 48 h. After the completion of reaction as indicated by TLC, EtOAc, the reaction mixture was poured on to the water and then extracted with ethylacetate. Evaporation of t... The reactants are BrC=1C=C(C=C(C1OCCCCC)C)CC[C@]1(NC(OC1)=O)C ((R)-4-[2-(3-Bromo-5-methyl-4-pentyloxy-phenyl)-ethyl]-4-methyl-oxazolidin-2-one), O[Li].O (LiOH-hydrate). Run in C(C)O (ethanol), O (water). Conditions: temperature 90 celsius, time 2 hour. The product is N[C@@](CO)(CCC1=CC(=C(C(=C1)C)OCCCCC)Br)C ((R)-2-Amino-4-(3-bromo-5-methyl-4-pentyloxy-phenyl)-2-methyl-butan-1-ol). RXN SMILES: [Br:1][C:2]1[CH:3]=[C:4]([CH2:15][CH2:16][C@:17]2([CH3:23])[CH2:21][O:20]C(=O)[NH:18]2)[CH:5]=[C:6]([CH3:14])[C:7]=1[O:8][CH2:9][CH2:10][CH2:11][CH2:12][CH3:13].O[Li].O>C(O)C.O>[NH2:18][C@:17]([CH3:23])([CH2:16][CH2:15][C:4]1[CH:5]=[C:6]([CH3:14])[C:7]([O:8][CH2:9][CH2:10][CH2:11][CH2:12][CH3:13])=[C:2]([Br:1])[CH:3]=1)[CH2:21][OH:20] |f:1.2|. Procedure details: To a solution of (R)-4-[2-(3-Bromo-5-methyl-4-pentyloxy-phenyl)-ethyl]-4-methyl-oxazolidin-2-one (58 mg, 0.15 mmol) in ethanol (2 ml) is added a solution of LiOH-hydrate (180 mg, 4.28 mmol) in water (1.5 ml). The mixture is stirred at 90° C. for 2 h. After cooling to RT and extraction with AcOEt (2×20 ml), the organic phase is dried using MgSO4. Evaporation of solvent is followed by reverse phase preparative HPLC (20×250 mm, RP18: 10 μm) using acetonitrile/water/trifluoroacetic acid=900/100/1 as... Starting materials: CNC1=NC2=C(C=CC=C2C=C1)OCCO (2-{[2-(Methylamino)-8-quinolinyl]oxy}-1-ethanol), ClC1=NC=CN=C1N1CCNCC1 (2-Chloro-3-(1-piperazinyl)pyrazine). Yields the product CNC1=NC2=C(C=CC=C2C=C1)OCCOC1=NC=CN=C1N1CCNCC1 (N-Methyl-8-(2-{[3-(1-piperazinyl)-2-pyrazinyl]oxy}ethoxy)-2-quinolinamine). Isolated yield 31.0%. As a reaction SMILES: [CH3:1][NH:2][C:3]1[CH:12]=[CH:11][C:10]2[C:5](=[C:6]([O:13][CH2:14][CH2:15][OH:16])[CH:7]=[CH:8][CH:9]=2)[N:4]=1.Cl[C:18]1[C:23]([N:24]2[CH2:29][CH2:28][NH:27][CH2:26][CH2:25]2)=[N:22][CH:21]=[CH:20][N:19]=1>>[CH3:1][NH:2][C:3]1[CH:12]=[CH:11][C:10]2[C:5](=[C:6]([O:13][CH2:14][CH2:15][O:16][C:18]3[C:23]([N:24]4[CH2:25][CH2:26][NH:27][CH2:28][CH2:29]4)=[N:22][CH:21]=[CH:20][N:19]=3)[CH:7]=[CH:8][CH:9]=2)[N:4]=1. Procedure details: The title compound was prepared according to the procedure of Example 90, Step 2, starting from the product obtained in Step 2 above and 2-chloro-3-( (1-piperazinyl)piperazine (from Example 90, Step 1). The crude product was purified by column chromatography (gradient: 1% NH4OH in EtOAc/MeOH (90:10) to 1% NH4OH in EtOAc/MeOH (80:20) in first purification step and gradient 0.5% NH4OH in CHCl3/MeOH (95:5) to 1% NH4OH in CHCl3/MeOH (90:10) in second purification). Yield 31%; mp 54.0-56.5° C.; MS m/...